The task is: describe an organic reaction: reactants, conditions, products, and yield. This data is from the Open Reaction Database (ORD), a public repository of structured organic reaction records. Reactants: CC(C)Cc1nc(C(F)(F)F)ccc1C=CC(=O)O, Cl, Cc1cc(CN)ccc1NS(C)(=O)=O. Yields the product Cc1cc(CNC(=O)C=Cc2ccc(C(F)(F)F)nc2CC(C)C)ccc1NS(C)(=O)=O. RXN SMILES: [CH2:16]([CH:17]([CH3:18])[CH3:19])[c:20]1[n:21][c:22]([C:31]([F:32])([F:33])[F:34])[cH:23][cH:24][c:25]1[CH:26]=[CH:27][C:28](=[O:29])[OH:30].[ClH:15].[NH2:1][CH2:2][c:3]1[cH:4][c:5]([CH3:14])[c:6]([NH:9][S:10](=[O:11])(=[O:12])[CH3:13])[cH:7][cH:8]1>>[NH:1]([CH2:2][c:3]1[cH:4][c:5]([CH3:14])[c:6]([NH:9][S:10](=[O:11])(=[O:12])[CH3:13])[cH:7][cH:8]1)[C:28]([CH:27]=[CH:26][c:25]1[c:20]([CH2:16][CH:17]([CH3:18])[CH3:19])[n:21][c:22]([C:31]([F:32])([F:33])[F:34])[cH:23][cH:24]1)=[O:29]. The reactants are COC(=O)C1(Cc2ccccc2)CN(Cc2ccccc2)CCC1=O, CO, Cl, [Na+], [OH-]. The product is O=C1CCN(Cc2ccccc2)CC1Cc1ccccc1. As a reaction SMILES: [CH3:1][O:2][C:3](=[O:4])[C:5]1([CH2:19][c:20]2[cH:21][cH:22][cH:23][cH:24][cH:25]2)[CH2:6][N:7]([CH2:12][c:13]2[cH:14][cH:15][cH:16][cH:17][cH:18]2)[CH2:8][CH2:9][C:10]1=[O:11].[CH3:29][OH:30].[ClH:28].[Na+:27].[OH-:26]>>[CH:5]1([CH2:19][c:20]2[cH:21][cH:22][cH:23][cH:24][cH:25]2)[CH2:6][N:7]([CH2:12][c:13]2[cH:14][cH:15][cH:16][cH:17][cH:18]2)[CH2:8][CH2:9][C:10]1=[O:11].